Dataset: the Open Reaction Database (ORD), a public repository of structured organic reaction records. Task: describe an organic reaction: reactants, conditions, products, and yield Starting materials: C(C1=CC=CC=C1)NC1=NC=2C=CC=CC2C2=C1N=CN2CC(C)C (4-(N-benzylamino)-1-isobutyl-1H-imidazo(4,5-c)quinoline), C(C)O (ethanol), [H][H] (hydrogen). The reagents and catalysts are [OH-].[OH-].[Pd+2] (Pearlman's catalyst). Run in C(C)N(CC)CC (triethylamine). Product: NC1=NC=2C=CC=CC2C2=C1N=CN2CC(C)C (4-amino-1-isobutyl-1H-imidazo(4,5-c)quinoline). RXN SMILES: C([NH:8][C:9]1[C:18]2[N:19]=[CH:20][N:21]([CH2:22][CH:23]([CH3:25])[CH3:24])[C:17]=2[C:16]2[CH:15]=[CH:14][CH:13]=[CH:12][C:11]=2[N:10]=1)C1C=CC=CC=1.C(O)C.[H][H]>[OH-].[OH-].[Pd+2].C(N(CC)CC)C>[NH2:8][C:9]1[C:18]2[N:19]=[CH:20][N:21]([CH2:22][CH:23]([CH3:25])[CH3:24])[C:17]=2[C:16]2[CH:15]=[CH:14][CH:13]=[CH:12][C:11]=2[N:10]=1 |f:3.4.5|. Procedure details: 1.0 gram of 4-(N-benzylamino)-1-isobutyl-1H-imidazo(4,5-c)quinoline is added to 10 mL of ethanol, followed by the addition of 0.03 gram triethylamine and 0.2 gram of Pearlman's catalyst (20% Pd(OH)2/C). The mixture is stirred at 40° C. under 1 atm hydrogen until completion. The mixture is then filtered through Celite® and the filtrate, containing 4-amino-1-isobutyl-1H-imidazo(4,5-c)quinoline (imiquimod), is concentrated in vacuo. Product: O=Cc1cc2c(cn1)OCCO2. The reactants are ClCCl, O=[Mn]=O, OCc1cc2c(cn1)OCCO2. Reaction SMILES: [Cl:13][CH2:14][Cl:15].[O:16]=[Mn:17]=[O:18].[O:1]1[CH2:2][CH2:3][O:4][c:5]2[cH:6][n:7][c:8]([CH2:11][OH:12])[cH:9][c:10]21>>[O:1]1[CH2:2][CH2:3][O:4][c:5]2[cH:6][n:7][c:8]([CH:11]=[O:12])[cH:9][c:10]21. Starting materials: OC1=CC(OC(=C1)C1=CC2=C(OCCO2)C=C1)=O (4-hydroxy-6-(2,3-dihydrobenzo[1,4]dioxin-6-yl)-2H-pyran-2-one), N1CCCCC1 (piperidine), C(CC(C)C)=O (isovaleraldehyde), C(C1=CC=CC=C1)S (benzylmercaptan). The solvent is C(C)(=O)O (acetic acid), C(C)O (ethanol). Product: C(C1=CC=CC=C1)SC(CC(C)C)C=1C(OC(=CC1O)C1=CC2=C(OCCO2)C=C1)=O (3-(1-Benzylthio-3-methylbutyl)-6-(2,3-dihydrobenzo[1,4]dioxin-6-yl)-4-hydroxy-2H-pyran-2-one). Reaction SMILES: [OH:1][C:2]1[CH:7]=[C:6]([C:8]2[CH:17]=[CH:16][C:11]3[O:12][CH2:13][CH2:14][O:15][C:10]=3[CH:9]=2)[O:5][C:4](=[O:18])[CH:3]=1.[CH:19](=O)[CH2:20][CH:21]([CH3:23])[CH3:22].[CH2:25]([SH:32])[C:26]1[CH:31]=[CH:30][CH:29]=[CH:28][CH:27]=1.N1CCCCC1>C(O)(=O)C.C(O)C>[CH2:25]([S:32][CH:19]([C:3]1[C:4](=[O:18])[O:5][C:6]([C:8]2[CH:17]=[CH:16][C:11]3[O:12][CH2:13][CH2:14][O:15][C:10]=3[CH:9]=2)=[CH:7][C:2]=1[OH:1])[CH2:20][CH:21]([CH3:23])[CH3:22])[C:26]1[CH:31]=[CH:30][CH:29]=[CH:28][CH:27]=1. Reported procedure: The title compound was prepared by Method C using 4-hydroxy-6-(2,3-dihydrobenzo[1,4]dioxin-6-yl)-2H-pyran-2-one (1.00 g, 4.06 mmol), ethanol (15 mL), isovaleraldehyde (0.35 g, 4.06 mmol), benzylmercaptan (1.0 g, 8.12 mmol), piperidine (0.5 mL), acetic acid (0.5 mL). 1H NMR (400 MHz, DMSO-d6) δ0.78 (t, 6H), 1.36 (m, 1H), 1.5 (m, 1H), 2.06 (m, 1H), 4.2 (m, 1H), 4.31 (brm, 6H), 6.56 (s, 1H), 7.03 (d, 2H), 7.36-7.25 (m, 6H). Reactants: NC1=CC=C(C=C1)C1=CC=CC=2N=C(OC21)NC2=CC(=C(C(=C2)OC)OC)OC ([7-(4-Amino-phenyl)-benzooxazol-2-yl]-(3,4,5-trimethoxy-phenyl)-amine), CS(=O)(=O)Cl (methanesulfonyl chloride). Solvent: N1=CC=CC=C1 (pyridine). Reaction conditions: time 1.5 hour. Yields the product COC=1C=C(C=C(C1OC)OC)NC=1OC2=C(N1)C=CC=C2C2=CC=C(C=C2)NS(=O)(=O)C (N-{4-[2-(3,4,5-Trimethoxy-phenylamino)-benzooxazol-7-yl]-phenyl}-methanesulfonamide). As a reaction SMILES: [NH2:1][C:2]1[CH:7]=[CH:6][C:5]([C:8]2[C:16]3[O:15][C:14]([NH:17][C:18]4[CH:23]=[C:22]([O:24][CH3:25])[C:21]([O:26][CH3:27])=[C:20]([O:28][CH3:29])[CH:19]=4)=[N:13][C:12]=3[CH:11]=[CH:10][CH:9]=2)=[CH:4][CH:3]=1.[CH3:30][S:31](Cl)(=[O:33])=[O:32]>N1C=CC=CC=1>[CH3:29][O:28][C:20]1[CH:19]=[C:18]([NH:17][C:14]2[O:15][C:16]3[C:8]([C:5]4[CH:6]=[CH:7][C:2]([NH:1][S:31]([CH3:30])(=[O:33])=[O:32])=[CH:3][CH:4]=4)=[CH:9][CH:10]=[CH:11][C:12]=3[N:13]=2)[CH:23]=[C:22]([O:24][CH3:25])[C:21]=1[O:26][CH3:27]. Procedure details: A mixture of 0.12 g (0.307 mmol) [7-(4-amino-phenyl)-benzooxazol-2-yl]-(3,4,5-trimethoxy-phenyl)-amine (example 11) and 0.041 g (0.36 mmol) methanesulfonyl chloride in 6 ml pyridine is stirred for 1.5 h at room temperature. Then the reaction mixture is poured on water and extracted 3× with EtOAc. The combined organic layers are washed with 0.1N NaOH solution and water, dried over MgSO4, filtered and the filtrate is concentrated in vacuo. The residue is purified by crystallisation from dichlorome... Isolated yield 21.0%. The reactants are C(C)OC(C1=CC=C(C=C1)NC(C(C1CCCCC1)N1C(=NC2=C1C=C(C(=C2)F)F)C2=CC=C(C=C2)Cl)=O)=O (4-{2-[2-(4-chloro-phenyl)-5,6-difluoro-benzoimidazol-1-yl]-2-cyclohexyl-acetylamino}-benzoic acid ethyl ester), ClC1=CC=C(C=C1)C1=NC2=C(N1C(C(=O)O)C1CCCCC1)C=CC=C2 ([2-(4-chloro-phenyl)-benzoimidazol-1-yl]-cyclohexyl-acetic acid), COC(=O)C1(CC1)OC1=CC(=C(C=C1)N)F (1-(4-amino-3-fluoro-phenoxy)-cyclopropanecarboxylic acid methyl ester). Reaction SMILES: C(OC(=O)C1C=CC(NC(=O)C(N2C3C=C(F)C(F)=CC=3N=C2C2C=CC(Cl)=CC=2)C2CCCCC2)=CC=1)C.[Cl:40][C:41]1[CH:46]=[CH:45][C:44]([C:47]2[N:51]([CH:52]([CH:56]3[CH2:61][CH2:60][CH2:59][CH2:58][CH2:57]3)[C:53]([OH:55])=O)[C:50]3[CH:62]=[CH:63][CH:64]=[CH:65][C:49]=3[N:48]=2)=[CH:43][CH:42]=1.[CH3:66][O:67][C:68]([C:70]1([O:73][C:74]2[CH:79]=[CH:78][C:77]([NH2:80])=[C:76]([F:81])[CH:75]=2)[CH2:72][CH2:71]1)=[O:69]>>[CH3:66][O:67][C:68]([C:70]1([O:73][C:74]2[CH:79]=[CH:78][C:77]([NH:80][C:53](=[O:55])[CH:52]([N:51]3[C:50]4[CH:62]=[CH:63][CH:64]=[CH:65][C:49]=4[N:48]=[C:47]3[C:44]3[CH:45]=[CH:46][C:41]([Cl:40])=[CH:42][CH:43]=3)[CH:56]3[CH2:61][CH2:60][CH2:59][CH2:58][CH2:57]3)=[C:76]([F:81])[CH:75]=2)[CH2:72][CH2:71]1)=[O:69]. Yields the product COC(=O)C1(CC1)OC1=CC(=C(C=C1)NC(C(C1CCCCC1)N1C(=NC2=C1C=CC=C2)C2=CC=C(C=C2)Cl)=O)F (1-(4-{2-[2-(4-Chloro-phenyl)-benzoimidazol-1-yl]-2-cyclohexyl-acetylamino}-3-fluoro-phenoxy)-cyclopropanecarboxylic acid methyl ester), product. Procedure details: The title compound was prepared in analogy to example 22, intermediate d), from [2-(4-chloro-phenyl)-benzoimidazol-1-yl]-cyclohexyl-acetic acid (Ex. 39/40, int. b) and 1-(4-amino-3-fluoro-phenoxy)-cyclopropanecarboxylic acid methyl ester to give the product as a light yellow foam (21%). Starting materials: COC(=O)C1N(CC(C1)N1N=C(N=N1)C1=CC=CC=C1)C(=O)OC(C)(C)C (4-[5-(phenyl)-tetrazol-2-yl]-pyrrolidine-1,2-dicarboxylic acid 1-tert-butyl ester 2-methyl ester), [Li+].[OH-] (LiOH). The solvent is CO (MeOH). Reaction conditions: time 8 hour. Yields the product C(C)(C)(C)OC(=O)N1C(CC(C1)N1N=C(N=N1)C1=CC=CC=C1)C(=O)O (4-[5-(phenyl)-tetrazol-2-yl]-pyrrolidine-1,2-dicarboxylic acid 1-tert-butyl ester). RXN SMILES: C[O:2][C:3]([CH:5]1[CH2:9][CH:8]([N:10]2[N:14]=[N:13][C:12]([C:15]3[CH:20]=[CH:19][CH:18]=[CH:17][CH:16]=3)=[N:11]2)[CH2:7][N:6]1[C:21]([O:23][C:24]([CH3:27])([CH3:26])[CH3:25])=[O:22])=[O:4].[Li+].[OH-]>CO>[C:24]([O:23][C:21]([N:6]1[CH2:7][CH:8]([N:10]2[N:14]=[N:13][C:12]([C:15]3[CH:16]=[CH:17][CH:18]=[CH:19][CH:20]=3)=[N:11]2)[CH2:9][CH:5]1[C:3]([OH:4])=[O:2])=[O:22])([CH3:27])([CH3:25])[CH3:26] |f:1.2|. Procedure: To a solution of 4-[5-(phenyl)-tetrazol-2-yl]-pyrrolidine-1,2-dicarboxylic acid 1-tert-butyl ester 2-methyl ester (4) in MeOH cooled to 0 degree is LiOH, and the mixture is stirred overnight. After removal of MeOH, the residue is acidified with HCl, extracted with EA, dried and concentrated to give the corresponding 4-[5-(phenyl)-tetrazol-2-yl]-pyrrolidine-1,2-dicarboxylic acid 1-tert-butyl ester (5). Run at time 30 minute. Run in CN(C)C=O (DMF), CN(C)C=O (DMF). Yields the product FC=1C=C(OCC=2C=NC=CC2)C=CC1[N+](=O)[O-] (3-(3-fluoro-4-nitrophenoxymethyl)pyridine). Yield: 38.8%. Reactants: FC=1C=C(C=CC1[N+](=O)[O-])O (3-Fluoro-4-nitrophenol), [H-].[Na+] (sodium hydride), [H-].[Na+] (sodium hydride), Cl.ClCC=1C=NC=CC1 (3-chloromethylpyridine hydrochloride). RXN SMILES: [F:1][C:2]1[CH:3]=[C:4]([OH:11])[CH:5]=[CH:6][C:7]=1[N+:8]([O-:10])=[O:9].[H-].[Na+].Cl.Cl[CH2:16][C:17]1[CH:18]=[N:19][CH:20]=[CH:21][CH:22]=1>CN(C=O)C>[F:1][C:2]1[CH:3]=[C:4]([CH:5]=[CH:6][C:7]=1[N+:8]([O-:10])=[O:9])[O:11][CH2:16][C:17]1[CH:18]=[N:19][CH:20]=[CH:21][CH:22]=1 |f:1.2,3.4|. Procedure: 3-Fluoro-4-nitrophenol (7.5 g) is added to a stirred suspension of sodium hydride (2.2 g, 60% dispersion in mineral oil) in DMF (50 mL). The mixture is stirred at ambient temperature for 30 minutes. To this mixture is added a solution prepared by the addition of sodium hydride (2.2 g, 60% dispersion in mineral oil) to a stirred suspension of 3-chloromethylpyridine hydrochloride (8.2 g) in DMF (50 mL). The resulting mixture is stirred at 90° C. for 16 hours then cooled to ambient temperature. The...